This data is from the Open Reaction Database (ORD), a public repository of structured organic reaction records. The task is: describe an organic reaction: reactants, conditions, products, and yield Starting materials: CCOC(=O)C#N, C1CCOC1, [Li]CCCC, CC(C)NC(C)C, O=C1CCCC1c1ccccc1. Yields the product CCOC(=O)C1CCC(c2ccccc2)C1=O. Reaction SMILES: [C:25]([O:26][CH2:27][CH3:28])(=[O:29])[C:30]#[N:31].[CH2:32]1[O:33][CH2:34][CH2:35][CH2:36]1.[CH2:8]([Li:9])[CH2:10][CH2:11][CH3:12].[CH:1]([NH:2][CH:3]([CH3:4])[CH3:5])([CH3:6])[CH3:7].[c:13]1([CH:19]2[C:20](=[O:24])[CH2:21][CH2:22][CH2:23]2)[cH:14][cH:15][cH:16][cH:17][cH:18]1>>[c:13]1([CH:19]2[C:20](=[O:24])[CH:21]([C:25]([O:26][CH2:27][CH3:28])=[O:29])[CH2:22][CH2:23]2)[cH:14][cH:15][cH:16][cH:17][cH:18]1. Reactants: C(C1=CC=CC=C1)(=O)OC(C1=CC=CC=C1)=O (benzoic anhydride), C1=CC2=CC=CC3=CC=CC1=C23 (acenaphthylene), C(C1=CC=CC=C1)(=O)OC(C1=CC=CC=C1)=O (benzoic anhydride), C(C1=CC=CC=C1)(=O)OC(C1=CC=CC=C1)=O (benzoic anhydride), C1=CC2=CC=CC3=CC=CC1=C23 (acenaphthylene). Run in C(C)#N (acetonitrile). Yields the product C(C1=CC=CC=C1)(=O)O (Benzoic acid). RXN SMILES: [C:1]([O:9]C(=O)C1C=CC=CC=1)(=[O:8])[C:2]1[CH:7]=[CH:6][CH:5]=[CH:4][CH:3]=1.C1C2=C3C(=CC=C2)C=CC=C3C=1>C(#N)C>[C:1]([OH:9])(=[O:8])[C:2]1[CH:7]=[CH:6][CH:5]=[CH:4][CH:3]=1. Procedure details: All reactions were run on a 10 mL scale at room temperature for a total of 5.00 min. The benzoic anhydride and internal standard were added from a stock solution which was 1.0M benzoic anhydride and 25,000 pm acenaphthylene in 100% acetonitrile. A total of 5.0 μL of this stock was used (yielding a 1:2000 dilution) to make each reaction 0.5 mM benzoic anhydride and 25 ppm acenaphthylene. Benzoic acid produced was measured by HPLC (high pressure liquid chromatography) using the acenaphthylene inte...